From a dataset of the Open Reaction Database (ORD), a public repository of structured organic reaction records. describe an organic reaction: reactants, conditions, products, and yield Reactants: ClC1=NC=CC(=N1)C1=C(N=C(S1)C(C)(C)C)C=1C(=C(C=CC1)NS(=O)(=O)C1=C(C=CC=C1F)F)F (N-{3-[5-(2-chloro-4-pyrimidinyl)-2-(1,1-dimethylethyl)-1,3-thiazol-4-yl]-2-fluorophenyl}-2,6-difluorobenzenesulfonamide), S1CCC(CC1)N (tetrahydro-2H-thiopyran-4-amine). Product: CC(C)(C)C=1SC(=C(N1)C=1C(=C(C=CC1)NS(=O)(=O)C1=C(C=CC=C1F)F)F)C1=NC(=NC=C1)NC1CCSCC1 (N-(3-{2-(1,1-Dimethylethyl)-5-[2-(tetrahydro-2H-thiopyran-4-ylamino)-4-pyrimidinyl]-1,3-thiazol-4-yl}-2-fluorophenyl)-2,6-difluorobenzenesulfonamide). RXN SMILES: Cl[C:2]1[N:7]=[C:6]([C:8]2[S:12][C:11]([C:13]([CH3:16])([CH3:15])[CH3:14])=[N:10][C:9]=2[C:17]2[C:18]([F:35])=[C:19]([NH:23][S:24]([C:27]3[C:32]([F:33])=[CH:31][CH:30]=[CH:29][C:28]=3[F:34])(=[O:26])=[O:25])[CH:20]=[CH:21][CH:22]=2)[CH:5]=[CH:4][N:3]=1.[S:36]1[CH2:41][CH2:40][CH:39]([NH2:42])[CH2:38][CH2:37]1>>[CH3:14][C:13]([C:11]1[S:12][C:8]([C:6]2[CH:5]=[CH:4][N:3]=[C:2]([NH:42][CH:39]3[CH2:40][CH2:41][S:36][CH2:37][CH2:38]3)[N:7]=2)=[C:9]([C:17]2[C:18]([F:35])=[C:19]([NH:23][S:24]([C:27]3[C:32]([F:33])=[CH:31][CH:30]=[CH:29][C:28]=3[F:34])(=[O:26])=[O:25])[CH:20]=[CH:21][CH:22]=2)[N:10]=1)([CH3:16])[CH3:15]. Reported procedure: Following a procedure analogous to the procedure described in Example 1 using N-{3-[5-(2-chloro-4-pyrimidinyl)-2-(1,1-dimethylethyl)-1,3-thiazol-4-yl]-2-fluorophenyl}-2,6-difluorobenzenesulfonamide (100 mg, 0.186 mmol) and tetrahydro-2H-thiopyran-4-amine (100 mg, 0.853 mmol) the title compound was obtained as a crude yellow foam and used directly in the next step. MS (ESI): 620.2 [M+H]+. Starting materials: [O-]S(=O)(=O)[O-].[O-]S(=O)(=O)[O-].[Al+3].[K+] (potassium alum), [Na] (mono sodium), C(=O)N(O)CCCP(O)(O)=O (3-(N-formyl-N-hydroxyamino)propylphosphonic acid), [OH-].[Na+] (sodium hydroxide). The product is [Al] (aluminum), C(=O)N(O)CCCP(O)(O)=O (3-(N-formyl-N-hydroxyamino)propylphosphonic acid). Yield: 74.0%. RXN SMILES: [O-]S([O-])(=O)=O.[O-]S([O-])(=O)=O.[Al+3:11].[K+].[Na].[CH:14]([N:16]([CH2:18][CH2:19][CH2:20][P:21](=[O:24])([OH:23])[OH:22])[OH:17])=[O:15].[OH-].[Na+]>>[Al:11].[CH:14]([N:16]([CH2:18][CH2:19][CH2:20][P:21](=[O:22])([OH:24])[OH:23])[OH:17])=[O:15] |f:0.1.2.3,6.7,^1:12|. Reported procedure: To an aqueous solution (45 ml.) of potassium alum (9.17 g.) was added mono sodium salt of 3-(N-formyl-N-hydroxyamino)propylphosphonic acid (3.08 g.) with stirring, and the solution was adjusted to pH 6-7 with 10% aqueous sodium hydroxide solution and then stirred for 2 hours at ambient temperature. The precipitating materials were collected by filtration, washed twice with water (each 10 ml.) and dried to give aluminum salt of 3-(N-formyl-N-hydroxyamino)propylphosphonic acid (2.28 g.). Reaction SMILES: [C:32](=[O:33])([O-:34])[O-:35].[Cl:1][c:2]1[c:3]([CH2:9][n:10]2[c:11]([CH2:26][CH3:27])[n:12][c:13]3[c:14]2[cH:15][c:16]([N:20]2[CH2:21][CH2:22][O:23][CH2:24][CH2:25]2)[cH:17][c:18]3[NH2:19])[cH:4][cH:5][cH:6][c:7]1[Cl:8].[FH:38].[N:28]([O-:29])=[O:30].[Na+:31].[Na+:36].[Na+:37].[cH:39]1[cH:40][cH:41][n:42][cH:43][cH:44]1>>[Cl:1][c:2]1[c:3]([CH2:9][n:10]2[c:11]([CH2:26][CH3:27])[n:12][c:13]3[c:14]2[cH:15][c:16]([N:20]2[CH2:21][CH2:22][O:23][CH2:24][CH2:25]2)[cH:17][c:18]3[F:38])[cH:4][cH:5][cH:6][c:7]1[Cl:8]. Reactants: O=C([O-])[O-], CCc1nc2c(N)cc(N3CCOCC3)cc2n1Cc1cccc(Cl)c1Cl, F, O=N[O-], [Na+], [Na+], [Na+], c1ccncc1. The product is CCc1nc2c(F)cc(N3CCOCC3)cc2n1Cc1cccc(Cl)c1Cl. The reactants are C=O (CH2O), ClC=1C=C2C=3C=CN=CC3NC2=C(C1)N (6-chloro-9H-β-carbolin-8-ylamine), [H][H] (hydrogen), N1[C@@H](COCC1)C(=O)O (morpholine-3(S)-carboxylic acid), [H][H] (hydrogen), CCN=C=NCCCN(C)C (EDCI). Reagents/catalysts: [OH-].[OH-].[Pd+2] (Pd(OH)2). Run in N1=CC=CC=C1 (pyridine), CCOC(=O)C (EtOAc), O (H2O), CCO (EtOH). Run at time 24 hour. Yields the product ClC=1C=C2C=3C=CN=CC3NC2=C(C1)NC(=O)[C@H]1N(CCOC1)C (4-methyl-morpholine-3(S)-carboxylic acid (6-chloro-9H-β-carbolin-8-yl)-amide). Yield: 54.5%. RXN SMILES: [NH:1]1[CH2:6][CH2:5][O:4][CH2:3][C@H:2]1[C:7]([OH:9])=O.C=O.[H][H].[Cl:14][C:15]1[CH:16]=[C:17]2[C:25](=[C:26]([NH2:28])[CH:27]=1)[NH:24][C:23]1[CH:22]=[N:21][CH:20]=[CH:19][C:18]2=1.[CH3:29]CN=C=NCCCN(C)C>CCO.N1C=CC=CC=1.O.[OH-].[OH-].[Pd+2].CCOC(C)=O>[Cl:14][C:15]1[CH:16]=[C:17]2[C:25](=[C:26]([NH:28][C:7]([C@@H:2]3[CH2:3][O:4][CH2:5][CH2:6][N:1]3[CH3:29])=[O:9])[CH:27]=1)[NH:24][C:23]1[CH:22]=[N:21][CH:20]=[CH:19][C:18]2=1 |f:8.9.10|. Procedure: A slurry of morpholine-3(S)-carboxylic acid (3.00 g, 22.9 mmol) in EtOH (115 ml) was stirred at RT. A solution of aqueous CH2O (3.42 ml, 45.8 mmol, 37% w/w in H2O) was added, followed by Pd(OH)2 (600 mg, 20% w/w on charcoal). The flask was charged with hydrogen (1 atm) and the grey slurry was stirred for 24 hr at RT under a balloon of hydrogen. The flask was purged with nitrogen and the black slurry was diluted with MeOH, filtered through filter paper and concentrated to a reduced volume. The pa... Starting materials: O=CC1=CC(OC)=C(O)C=C1 (vanillin), Cl.C(C)OC([C@@H](N)CS)=O (L-cysteine ethyl ester hydrochloride), O (water), C(C)N(C(C)C)C(C)C (N-ethyldiisopropylamine). The solvent is C(C)O (ethanol), C(C)O (ethanol). Reaction conditions: time 6 hour. The product is OC1=C(C=C(C=C1)C1SCC(N1)C(=O)OCC)OC (Ethyl 2-(4-hydroxy-3-methoxyphenyl)-1,3-thiazolidine-4-carboxylate). Reaction SMILES: O=[CH:2][C:3]1[CH:11]=[CH:10][C:8]([OH:9])=[C:5]([O:6][CH3:7])[CH:4]=1.Cl.[CH2:13]([O:15][C:16](=[O:21])[C@H:17]([CH2:19][SH:20])[NH2:18])[CH3:14].C(N(C(C)C)C(C)C)C.O>C(O)C>[OH:9][C:8]1[CH:10]=[CH:11][C:3]([CH:2]2[NH:18][CH:17]([C:16]([O:15][CH2:13][CH3:14])=[O:21])[CH2:19][S:20]2)=[CH:4][C:5]=1[O:6][CH3:7] |f:1.2|. Procedure details: To a solution of 1.52 g (10 mM) of vanillin (4-hydroxy-3-methoxybenzaldehyde) in 20 mL of absolute ethanol was added a solution of 1.85 g (10 mM) L-cysteine ethyl ester hydrochloride in 15 mL absolute ethanol, containing 1.7 mL (10 mM) of N-ethyldiisopropylamine. The reaction mixture was stirred at room temperature for about six hrs, until no starting material was present when monitored by thin layer chromatography (TLC). After adding 200 mL of water with stirring, the white precipitate was filt... Yields the product N#Cc1ccc(CN(c2ccc(C(=O)N3CCN(c4ccccc4)CC3)cc2)S(=O)(=O)c2ccccc2)cc1. The reactants are ClCCl, N#Cc1ccc(CNc2ccc(C(=O)N3CCN(c4ccccc4)CC3)cc2)cc1, O=S(=O)(Cl)c1ccccc1, c1ccncc1. As a reaction SMILES: [Cl:47][CH2:48][Cl:49].[c:1]1([N:7]2[CH2:8][CH2:9][N:10]([C:13](=[O:14])[c:15]3[cH:16][cH:17][c:18]([NH:21][CH2:22][c:23]4[cH:24][cH:25][c:26]([C:27]#[N:28])[cH:29][cH:30]4)[cH:19][cH:20]3)[CH2:11][CH2:12]2)[cH:2][cH:3][cH:4][cH:5][cH:6]1.[c:31]1([S:37](=[O:38])(=[O:39])[Cl:40])[cH:32][cH:33][cH:34][cH:35][cH:36]1.[cH:41]1[cH:42][cH:43][n:44][cH:45][cH:46]1>>[c:1]1([N:7]2[CH2:8][CH2:9][N:10]([C:13](=[O:14])[c:15]3[cH:16][cH:17][c:18]([N:21]([CH2:22][c:23]4[cH:24][cH:25][c:26]([C:27]#[N:28])[cH:29][cH:30]4)[S:37]([c:31]4[cH:32][cH:33][cH:34][cH:35][cH:36]4)(=[O:38])=[O:39])[cH:19][cH:20]3)[CH2:11][CH2:12]2)[cH:2][cH:3][cH:4][cH:5][cH:6]1. The reactants are ice water, [Cl-].[Al+3].[Cl-].[Cl-] (aluminum chloride), ClCCCCC(=O)Cl (5-chlorovaleryl chloride), C1=CC=CC2=CC3=CC=CC=C3C=C12 (anthracene). Run in C(Cl)Cl (methylene chloride), C(Cl)Cl (methylene chloride). Run at time 1.5 hour. The product is ClCCCCC(=O)C1=CC=CC2=CC3=C(C=CC=C3C=C12)C(CCCCCl)=O (1,5-Bis(5-chlorovaleryl)anthracene). The yield is 97.7%. Reaction SMILES: [Cl-:1].[Al+3].[Cl-].[Cl-].[Cl:5][CH2:6][CH2:7][CH2:8][CH2:9][C:10](Cl)=[O:11].[CH:13]1[C:26]2[C:17](=[CH:18][C:19]3[C:24]([CH:25]=2)=[CH:23][CH:22]=[CH:21][CH:20]=3)[CH:16]=[CH:15][CH:14]=1>C(Cl)Cl>[Cl:5][CH2:6][CH2:7][CH2:8][CH2:9][C:10]([C:16]1[C:17]2[C:26](=[CH:25][C:24]3[C:19]([CH:18]=2)=[CH:20][CH:21]=[CH:22][C:23]=3[C:10](=[O:11])[CH2:9][CH2:8][CH2:7][CH2:6][Cl:1])[CH:13]=[CH:14][CH:15]=1)=[O:11] |f:0.1.2.3|. Reported procedure: To a mixture of 226 g of aluminum chloride (0.17 mole), 280 g of 5-chlorovaleryl chloride (1.18 mole), and 5 liters of methylene chloride is added 100 g (0.56 mole) of anthracene contained in 1 liter of methylene chloride. The mixture is stirred for 1.5 hours and added to 2 liters of an ice-water mixture. The organic layer is separated and stirred with 2 liters of a saturated aqueous sodium bicarbonate solution for 16 hours. The organic phase is separated, dried and evaporated in vacuo to give a...